This data is from the Open Reaction Database (ORD), a public repository of structured organic reaction records. The task is: describe an organic reaction: reactants, conditions, products, and yield Starting materials: C(C(=O)Cl)(=O)Cl (Oxalyl chloride), O=C1CCC(CC1)(C(=O)O)C1=CC=CC=C1 (4-oxo-1-phenylcyclohexanecarboxylic acid), FC(C=1C=C(C=C(C1)C(F)(F)F)CO)(F)F (3,5-Bis(trifluoromethyl)benzenemethanol). The reagents and catalysts are CN(C=O)C (dimethylformamide), CN(C1=CC=NC=C1)C (4-dimethylaminopyridine). Solvent: C1(=CC=CC=C1)C (toluene). Run at time 2 hour. Product: O=C1CCC(CC1)(C(=O)OCC1=CC(=CC(=C1)C(F)(F)F)C(F)(F)F)C1=CC=CC=C1 (3,5-Bis(trifluoromethyl)phenylmethyl 4-Oxo-1-phenylcyclohexanecarboxylate). The yield is 38.9%. RXN SMILES: C(Cl)(=O)C(Cl)=O.[O:7]=[C:8]1[CH2:13][CH2:12][C:11]([C:17]2[CH:22]=[CH:21][CH:20]=[CH:19][CH:18]=2)([C:14]([OH:16])=[O:15])[CH2:10][CH2:9]1.[F:23][C:24]([F:38])([F:37])[C:25]1[CH:26]=[C:27]([CH2:35]O)[CH:28]=[C:29]([C:31]([F:34])([F:33])[F:32])[CH:30]=1>CN(C)C=O.C1(C)C=CC=CC=1.CN(C)C1C=CN=CC=1>[O:7]=[C:8]1[CH2:13][CH2:12][C:11]([C:17]2[CH:18]=[CH:19][CH:20]=[CH:21][CH:22]=2)([C:14]([O:16][CH2:35][C:27]2[CH:28]=[C:29]([C:31]([F:33])([F:34])[F:32])[CH:30]=[C:25]([C:24]([F:23])([F:37])[F:38])[CH:26]=2)=[O:15])[CH2:10][CH2:9]1. Reported procedure: Oxalyl chloride (4.8 mL, 55 mmol) was added to a solution of 4-oxo-1-phenylcyclohexanecarboxylic acid (Description 2, 6 g, 27 mmol) and dimethylformamide (1 drop) in toluene (150 mL) and the mixture was stirred at room temperature for 2 hours. The solvent was evaporated under reduced pressure and toluene was added. The solvent was evaporated under reduced pressure and the residue was dissolved in toluene (100 mL). 3,5-Bis(trifluoromethyl)benzenemethanol (6.25 g, 26 mmol) and 4-dimethylaminopyrid... Reactants: CCc1nc(-c2ccc(C(F)(F)F)cc2)oc1COc1ccc(CCC(=O)OC)c(C)c1, [Na+], [OH-]. Yields the product CCc1nc(-c2ccc(C(F)(F)F)cc2)oc1COc1ccc(CCC(=O)O)c(C)c1. As a reaction SMILES: [CH3:1][O:2][C:3]([CH2:4][CH2:5][c:6]1[c:7]([CH3:31])[cH:8][c:9]([O:12][CH2:13][c:14]2[c:15]([CH2:29][CH3:30])[n:16][c:17](-[c:19]3[cH:20][cH:21][c:22]([C:25]([F:26])([F:27])[F:28])[cH:23][cH:24]3)[o:18]2)[cH:10][cH:11]1)=[O:32].[Na+:34].[OH-:33]>>[O:2]=[C:3]([CH2:4][CH2:5][c:6]1[c:7]([CH3:31])[cH:8][c:9]([O:12][CH2:13][c:14]2[c:15]([CH2:29][CH3:30])[n:16][c:17](-[c:19]3[cH:20][cH:21][c:22]([C:25]([F:26])([F:27])[F:28])[cH:23][cH:24]3)[o:18]2)[cH:10][cH:11]1)[OH:32].